From a dataset of the Open Reaction Database (ORD), a public repository of structured organic reaction records. describe an organic reaction: reactants, conditions, products, and yield Reactants: [BH4-].[Na+] (sodium borohydride), CC=1N=C2N(C=CC=C2)C1C=O (2-methylimidazo[1,2-a]pyridine-3-carbaldehyde). Run in CO (methanol), CO (methanol). Run at time 2 hour. Product: CC=1N=C2N(C=CC=C2)C1CO ({2-methylimidazo[1,2-a]pyridin-3-yl}methanol). Yield: 59.0%. As a reaction SMILES: [BH4-].[Na+].[CH3:3][C:4]1[N:5]=[C:6]2[CH:11]=[CH:10][CH:9]=[CH:8][N:7]2[C:12]=1[CH:13]=[O:14]>CO>[CH3:3][C:4]1[N:5]=[C:6]2[CH:11]=[CH:10][CH:9]=[CH:8][N:7]2[C:12]=1[CH2:13][OH:14] |f:0.1|. Procedure: To a solution of sodium borohydride (531 mg, 14.0 mmol) in methanol (30 mL) was added a solution of 2-methylimidazo[1,2-a]pyridine-3-carbaldehyde (1.5 g, 9.4 mmol) in methanol (5 mL) at 0° C. The mixture was stirred for 2 hours at room temperature. The solvent was evaporated, water was added, and the mixture was extracted 3 times with ethyl acetate. The organic phase was washed with brine and dried over sodium sulfate. After evaporation of the solvent, {2-methylimidazo[1,2-a]pyridin-3-yl}methano... Reactants: ClCCl, CS(=O)(=O)Cl, CCN(C(C)C)C(C)C, O, COc1ccc(CO)c2c1OC(C)(C)C2, Sc1ccncc1. Yields the product COc1ccc(CSc2ccncc2)c2c1OC(C)(C)C2. As a reaction SMILES: [CH2:37]([Cl:38])[Cl:39].[CH3:25][S:26](=[O:27])(=[O:28])[Cl:29].[CH:16]([N:17]([CH:18]([CH3:19])[CH3:20])[CH2:21][CH3:22])([CH3:23])[CH3:24].[OH2:40].[OH:1][CH2:2][c:3]1[cH:4][cH:5][c:6]([O:14][CH3:15])[c:7]2[c:8]1[CH2:9][C:10]([CH3:12])([CH3:13])[O:11]2.[SH:30][c:31]1[cH:32][cH:33][n:34][cH:35][cH:36]1>>[CH2:2]([c:3]1[cH:4][cH:5][c:6]([O:14][CH3:15])[c:7]2[c:8]1[CH2:9][C:10]([CH3:12])([CH3:13])[O:11]2)[S:30][c:31]1[cH:32][cH:33][n:34][cH:35][cH:36]1. Starting materials: CC1=CC=C(C=C1)C1=CC(=NN1C1=CC=C(C=C1)S(=O)(=O)N)C(F)(F)F (4-[5-(4-Methylphenyl)-3-(trifluoromethyl)-1H-pyrazol-1-yl]benzenesulfonamide), C(C)(=O)O (acetic acid). Solvent: C(C)(=O)Cl (acetyl chloride), C(C)(=O)Cl (acetyl chloride). Product: CC1=CC=C(C=C1)C1=CC(=NN1C1=CC=C(C=C1)S(=O)(=O)NC(C)=O)C(F)(F)F (N-[[4-[5-(4-Methylphenyl)-3-(trifluoromethyl)-1H-pyrazol-1-yl]phenyl]sulfonyl]acetamide). Reaction SMILES: [CH3:1][C:2]1[CH:7]=[CH:6][C:5]([C:8]2[N:12]([C:13]3[CH:18]=[CH:17][C:16]([S:19]([NH2:22])(=[O:21])=[O:20])=[CH:15][CH:14]=3)[N:11]=[C:10]([C:23]([F:26])([F:25])[F:24])[CH:9]=2)=[CH:4][CH:3]=1.[C:27](O)(=[O:29])[CH3:28]>C(Cl)(=O)C>[CH3:1][C:2]1[CH:7]=[CH:6][C:5]([C:8]2[N:12]([C:13]3[CH:14]=[CH:15][C:16]([S:19]([NH:22][C:27](=[O:29])[CH3:28])(=[O:21])=[O:20])=[CH:17][CH:18]=3)[N:11]=[C:10]([C:23]([F:24])([F:26])[F:25])[CH:9]=2)=[CH:4][CH:3]=1. Procedure details: 4-[5-(4-Methylphenyl)-3-(trifluoromethyl)-1H-pyrazol-1-yl]benzenesulfonamide (0.60 g, 1.57 mmol) was heated in 2 mL acetyl chloride and 2 mL acetic acid at reflux for 2 h. An additional 2 mL acetyl chloride was added and the mixture was heated to reflux for an additional 5 h. The mixture was cooled and concentrated. Recrystallization from ether/hexane furnished the product as a white solid: Anal. Calc'd for C19H16N3O3SF3: C, 53.90; H, 3.81; N, 9.92; S, 7.57. Found: C, 54.04; H, 3.80; N, 9.93; S,... Starting materials: CO, Cl, CCOC(=O)C(Cc1cccc(OC(C)C)c1)C(O)c1ccc(F)cc1, [Na+], [OH-]. Product: CC(C)Oc1cccc(CC(C(=O)O)C(O)c2ccc(F)cc2)c1. As a reaction SMILES: [CH3:30][OH:31].[ClH:29].[F:1][c:2]1[cH:3][cH:4][c:5]([CH:8]([CH:9]([C:10](=[O:11])[O:12][CH2:13][CH3:14])[CH2:15][c:16]2[cH:17][c:18]([O:22][CH:23]([CH3:24])[CH3:25])[cH:19][cH:20][cH:21]2)[OH:26])[cH:6][cH:7]1.[Na+:28].[OH-:27]>>[F:1][c:2]1[cH:3][cH:4][c:5]([CH:8]([CH:9]([C:10](=[O:11])[OH:12])[CH2:15][c:16]2[cH:17][c:18]([O:22][CH:23]([CH3:24])[CH3:25])[cH:19][cH:20][cH:21]2)[OH:26])[cH:6][cH:7]1.